This data is from the Open Reaction Database (ORD), a public repository of structured organic reaction records. The task is: describe an organic reaction: reactants, conditions, products, and yield Reactants: CC(C)(C)OC(=O)N1CCN(Cc2ccccc2)CC1CCCO, CI, [H-], [Na+], CN(C)C=O. The product is COCCCC1CN(Cc2ccccc2)CCN1C(=O)OC(C)(C)C. Reaction SMILES: [CH2:1]([c:2]1[cH:3][cH:4][cH:5][cH:6][cH:7]1)[N:8]1[CH2:9][CH:10]([CH2:21][CH2:22][CH2:23][OH:24])[N:11]([C:14](=[O:15])[O:16][C:17]([CH3:18])([CH3:19])[CH3:20])[CH2:12][CH2:13]1.[CH3:27][I:28].[H-:25].[Na+:26].[O:29]=[CH:30][N:31]([CH3:32])[CH3:33]>>[CH2:1]([c:2]1[cH:3][cH:4][cH:5][cH:6][cH:7]1)[N:8]1[CH2:9][CH:10]([CH2:21][CH2:22][CH2:23][O:24][CH3:27])[N:11]([C:14](=[O:15])[O:16][C:17]([CH3:18])([CH3:19])[CH3:20])[CH2:12][CH2:13]1. The yield is 80.0%. The reactants are O (H2O), CCCCO (n-BuOH), CC1=CC=C(C=C1)S(=O)(=O)[O-].C[N+]1=CC=C(C=C1)NC1=CC(=CC=C1)C(=O)NC1=CC=C(C=C1)[N+](=O)[O-] (1-Methyl-4-{3-[(4-nitroanilino)carbonyl]anilino}pyridinium 4-methylbenzenesulfonate), Cl (HCl). The reagents and catalysts are [Fe] (Fe). Run in CCO (EtOH). Run at time 1 hour. The product is [Cl-].NC1=CC=C(NC(=O)C=2C=C(NC3=CC=[N+](C=C3)C)C=CC2)C=C1 (4-{3-[(4-aminoanilino)carbonyl]anilino}-1-methylpyridinium chloride). Reaction SMILES: CC1C=CC(S([O-])(=O)=O)=CC=1.[CH3:12][N+:13]1[CH:18]=[CH:17][C:16]([NH:19][C:20]2[CH:25]=[CH:24][CH:23]=[C:22]([C:26]([NH:28][C:29]3[CH:34]=[CH:33][C:32]([N+:35]([O-])=O)=[CH:31][CH:30]=3)=[O:27])[CH:21]=2)=[CH:15][CH:14]=1.O.[ClH:39].CCCCO>CCO.[Fe]>[Cl-:39].[NH2:35][C:32]1[CH:33]=[CH:34][C:29]([NH:28][C:26]([C:22]2[CH:21]=[C:20]([CH:25]=[CH:24][CH:23]=2)[NH:19][C:16]2[CH:15]=[CH:14][N+:13]([CH3:12])=[CH:18][CH:17]=2)=[O:27])=[CH:30][CH:31]=1 |f:0.1,7.8|. Procedure: Compound C5 (1.59 g, 3.06 mmol) was dissolved in ˜6:1 EtOH:H2O (46 mL), Fe dust (885 mg) was added, and the resulting suspension brought to reflux. Two drops of c.HCl were added, and refluxing was continued for 1 h. (until TLC with the top phase of 5:4:1 mixture of n-BuOH:H2O:CH3CO2H showed complete consumption of starting material). The reaction mixture was diluted with EtOH (100 mL) and brought to reflux. The hot reaction mixture was filtered through a pad of Celite, and the top layer of the C... The reactants are NC1=CC=CC=C1 (aniline), C(=O)(Cl)Cl (phosgene), O1CCCC1 (tetrahydrofuran), ClC1=C(C=CC(=C1)[N+](=O)[O-])N1C(OCC1)=O (3-(2-chloro-4-nitrophenyl)-2-oxazolidinone), [H][H] (hydrogen), [H][H] (hydrogen), [N-]=C=O (isocyanate), 3C, O1CCCC1 (tetrahydrofuran). Reagents/catalysts: [Ni] (Raney nickel). Run in C(C)(=O)OCC (ethyl acetate). The product is ClC=1C=C(C=CC1N1C(OCC1)=O)NC(N(OCC=C)C)=O (N'-(3-chloro-4-(2-oxo-3-oxazolidinyl)phenyl)-N-methyl-N-(2-propenyloxy)urea). RXN SMILES: [Cl:1][C:2]1[CH:7]=[C:6]([N+:8]([O-])=O)[CH:5]=[CH:4][C:3]=1[N:11]1[CH2:15][CH2:14][O:13][C:12]1=[O:16].[H][H].[NH2:19][C:20]1C=CC=CC=1.[C:26](Cl)(Cl)=[O:27].[N-]=C=O.[O:33]1C[CH2:36][CH2:35][CH2:34]1>[Ni].C(OCC)(=O)C>[Cl:1][C:2]1[CH:7]=[C:6]([NH:8][C:26](=[O:27])[N:19]([CH3:20])[O:33][CH2:34][CH:35]=[CH2:36])[CH:5]=[CH:4][C:3]=1[N:11]1[CH2:15][CH2:14][O:13][C:12]1=[O:16]. Reported procedure: 4.8 g of 1B was reduced with hydrogen in a Parr shaker (Raney nickel catalyst, tetrahydrofuran solvent, 50 p.s.i.g. hydrogen). A solution of the resulting aniline in ethyl acetate was treated with an excess of phosgene (5 hours at reflux). A solution of the resulting isocyanate in tetrahydrofuran was treated with 3.5 g of 3C (12 hours, room temperature). The resulting crude product was purified by silica gel chromatography to give 3, as a white solid, mp: 133°-135° C. The reactants are FC(CO)(F)F (2,2,2-trifluoroethanol), ClC1=CC=C(C=2N3C(=NC21)N(CCC3)C3=C(C=C(C=C3)Cl)Cl)C(O)C3CC3 ([9-chloro-1-(2,4-dichlorophenyl)-1,2,3,4-tetrahydropyrimido[1,2-a]benzimidazol-6-yl](cyclopropyl)methanol), N(=NC(=O)N1CCCCC1)C(=O)N1CCCCC1 (1,1′-(azodicarbonyl)dipiperidine), C(CCC)P(CCCC)CCCC (tri(n-butyl)phosphine). Run in O1CCCC1 (tetrahydrofuran). Conditions: time 10 minute. Product: ClC1=CC=C(C=2N3C(=NC21)N(CCC3)C3=C(C=C(C=C3)Cl)Cl)C(OCC(F)(F)F)C3CC3 (9-Chloro-6-[cyclopropyl(2,2,2-trifluoroethoxy)methyl]-1-(2,4-dichlorophenyl)-1,2,3,4-tetrahydropyrimido[1,2-a]benzimidazole). Yield: 57.5%. As a reaction SMILES: [Cl:1][C:2]1[C:10]2[N:9]=[C:8]3[N:11]([C:15]4[CH:20]=[CH:19][C:18]([Cl:21])=[CH:17][C:16]=4[Cl:22])[CH2:12][CH2:13][CH2:14][N:7]3[C:6]=2[C:5]([CH:23]([CH:25]2[CH2:27][CH2:26]2)[OH:24])=[CH:4][CH:3]=1.N(C(N1CCCCC1)=O)=NC(N1CCCCC1)=O.C(P(CCCC)CCCC)CCC.[F:59][C:60]([F:64])([F:63])[CH2:61]O>O1CCCC1>[Cl:1][C:2]1[C:10]2[N:9]=[C:8]3[N:11]([C:15]4[CH:20]=[CH:19][C:18]([Cl:21])=[CH:17][C:16]=4[Cl:22])[CH2:12][CH2:13][CH2:14][N:7]3[C:6]=2[C:5]([CH:23]([CH:25]2[CH2:27][CH2:26]2)[O:24][CH2:61][C:60]([F:64])([F:63])[F:59])=[CH:4][CH:3]=1. Procedure details: To a solution of [9-chloro-1-(2,4-dichlorophenyl)-1,2,3,4-tetrahydropyrimido[1,2-a]benzimidazol-6-yl](cyclopropyl)methanol (150 mg, 0.355 mmol), 1,1′-(azodicarbonyl)dipiperidine (179 mg, 0.709 mmol) in tetrahydrofuran (7.5 mL) was added tri(n-butyl)phosphine (0.177 mL, 0.709 mmol) at room temperature. After the mixture was stirred at room temperature for 10 min under nitrogen atmosphere, 2,2,2-trifluoroethanol (0.259 mL, 3.55 mmol) was added to the reaction mixture. The mixture was stirred at 65... Reactants: N1=C(C=NC2=CC=CC=C12)CCCC1CCN(CC1)C[C@H]1CN(C[C@@H]1C1=CC=CC=C1)[C@@H](C(=O)OCC1=CC=C(C=C1)OC)C1CCCCC1 (2-(R)-(3-(S)-((4-(3-(quinoxalin-2-yl)propyl)piperidin-1-yl)methyl)-4-(S)-phenylpyrrolidin-1-yl)-2-(cyclohexyl)acetic acid, (4-methoxy)benzyl ester), C(Cl)Cl.CO.[NH4+].[OH-] (CH2Cl2 MeOH NH4OH). Reported procedure: The title compound was prepared from 77 mg (0.11 mmol) of 2-(R)-(3-(S)-((4-(3-(quinoxalin-2-yl)propyl)piperidin-1-yl)methyl)-4-(S)-phenylpyrrolidin-1-yl)-2-(cyclohexyl)acetic acid, (4-methoxy)benzyl ester (from EXAMPLE 73, Step B) using a procedure analogous to that described in EXAMPLE 10, Step F. Flash chromatography using 95:5:0.5 v/v/v CH2Cl2/MeOH/NH4OH as the eluant afforded 55 mg (87%) of the title compound: 1H NMR (500 MHz) δ 0.874.00 (35H), 7.22-7.30 (5H), 7.69-7.76 (2H), 8.00-8.08 (2H),... Yield: 90.1%. Reaction SMILES: [N:1]1[C:10]2[C:5](=[CH:6][CH:7]=[CH:8][CH:9]=2)[N:4]=[CH:3][C:2]=1[CH2:11][CH2:12][CH2:13][CH:14]1[CH2:19][CH2:18][N:17]([CH2:20][C@@H:21]2[C@@H:25]([C:26]3[CH:31]=[CH:30][CH:29]=[CH:28][CH:27]=3)[CH2:24][N:23]([C@H:32]([CH:45]3[CH2:50][CH2:49][CH2:48][CH2:47][CH2:46]3)[C:33]([O:35]CC3C=CC(OC)=CC=3)=[O:34])[CH2:22]2)[CH2:16][CH2:15]1.C(Cl)Cl.CO.[NH4+].[OH-]>>[N:1]1[C:10]2[C:5](=[CH:6][CH:7]=[CH:8][CH:9]=2)[N:4]=[CH:3][C:2]=1[CH2:11][CH2:12][CH2:13][CH:14]1[CH2:19][CH2:18][N:17]([CH2:20][C@@H:21]2[C@@H:25]([C:26]3[CH:31]=[CH:30][CH:29]=[CH:28][CH:27]=3)[CH2:24][N:23]([C@H:32]([CH:45]3[CH2:46][CH2:47][CH2:48][CH2:49][CH2:50]3)[C:33]([OH:35])=[O:34])[CH2:22]2)[CH2:16][CH2:15]1 |f:1.2.3.4|. Yields the product N1=C(C=NC2=CC=CC=C12)CCCC1CCN(CC1)C[C@H]1CN(C[C@@H]1C1=CC=CC=C1)[C@@H](C(=O)O)C1CCCCC1 (2-(R)-(3-(S)-((4-(3-(Quinoxalin-2-yl)propyl)piperidin-1-yl)methyl)-4-(S)-phenylpyrrolidin-1-vi)-2-(cyclohexyl)acetic acid). Starting materials: COC=1C=C2CCN(C(C2=CC1)CC1=CC=C(C=C1)OCC1=CC=CC=C1)C1=CC=C(C=C1)[N+](=O)[O-] (6-methoxy-2-(4-nitrophenyl)-1-[4-(phenylmethoxy)benzyl]-1,2,3,4-tetrahydroisoquinoline), Cl[Sn]Cl (SnCl2). Run in C1CCOC1.CC(=O)O (THF HOAc), O (water). Run at temperature 60 celsius. Yields the product NC1=CC=C(C=C1)N1C(C2=CC=C(C=C2CC1)OC)CC1=CC=C(C=C1)OCC1=CC=CC=C1 (2-(4-Aminophenyl)-6-methoxy-1-[4-(phenylmethoxy)benzyl]-1,2,3,4-tetrahydroisoquinoline). Isolated yield 95.8%. RXN SMILES: [CH3:1][O:2][C:3]1[CH:4]=[C:5]2[C:10](=[CH:11][CH:12]=1)[CH:9]([CH2:13][C:14]1[CH:19]=[CH:18][C:17]([O:20][CH2:21][C:22]3[CH:27]=[CH:26][CH:25]=[CH:24][CH:23]=3)=[CH:16][CH:15]=1)[N:8]([C:28]1[CH:33]=[CH:32][C:31]([N+:34]([O-])=O)=[CH:30][CH:29]=1)[CH2:7][CH2:6]2.Cl[Sn]Cl>C1COCC1.CC(O)=O.O>[NH2:34][C:31]1[CH:32]=[CH:33][C:28]([N:8]2[CH2:7][CH2:6][C:5]3[C:10](=[CH:11][CH:12]=[C:3]([O:2][CH3:1])[CH:4]=3)[CH:9]2[CH2:13][C:14]2[CH:19]=[CH:18][C:17]([O:20][CH2:21][C:22]3[CH:23]=[CH:24][CH:25]=[CH:26][CH:27]=3)=[CH:16][CH:15]=2)=[CH:29][CH:30]=1 |f:2.3|. Procedure details: A suspension of 6-methoxy-2-(4-nitrophenyl)-1-[4-(phenylmethoxy)benzyl]-1,2,3,4-tetrahydroisoquinoline (0.70 g, 1.46 mmol) and SnCl2*H2O (1.35 g, 6.0 mmol) in 20 mL of THF/HOAc (1:1) and 3 mL of water was heated at 60° C. for 3 h. The reaction mixture was concentrated under reduced pressure and the resulting residue was quenched by the addition of saturated aqueous NaHCO3 (50 mL). The aqueous layer was extracted with EtOAc (3×50 mL) and the combined organic layer was dried over MgSO4 then concen...